This data is from the Open Reaction Database (ORD), a public repository of structured organic reaction records. The task is: describe an organic reaction: reactants, conditions, products, and yield The reactants are NC1=NC=2C=C(C=CC2C2=C1N=C(N2CC2CCOCC2)CC)O (4-amino-2-ethyl-1-(tetrahydro-2H-pyran-4-ylmethyl)-1H-imidazo[4,5-c]quinolin-7-ol), BrCC(=O)N1CCOCC1 (2-bromo-1-(morpholin-4-yl)ethanone), C([O-])([O-])=O.[Cs+].[Cs+] (cesium carbonate), CN(C)C=O (DMF). Solvent: O (water). Reaction conditions: temperature 70 celsius. The product is C(C)C=1N(C2=C(C(=NC=3C=C(C=CC23)OCC(=O)N2CCOCC2)N)N1)CC1CCOCC1 (2-ethyl-7-(2-morpholin-4-yl-2-oxoethoxy)-1-(tetrahydro-2H-pyran-4-ylmethyl)-1H-imidazo[4,5-c]quinolin-4-amine). Isolated yield 52.2%. As a reaction SMILES: [NH2:1][C:2]1[C:11]2[N:12]=[C:13]([CH2:22][CH3:23])[N:14]([CH2:15][CH:16]3[CH2:21][CH2:20][O:19][CH2:18][CH2:17]3)[C:10]=2[C:9]2[CH:8]=[CH:7][C:6]([OH:24])=[CH:5][C:4]=2[N:3]=1.Br[CH2:26][C:27]([N:29]1[CH2:34][CH2:33][O:32][CH2:31][CH2:30]1)=[O:28].C(=O)([O-])[O-].[Cs+].[Cs+].CN(C=O)C>O>[CH2:22]([C:13]1[N:14]([CH2:15][CH:16]2[CH2:21][CH2:20][O:19][CH2:18][CH2:17]2)[C:10]2[C:9]3[CH:8]=[CH:7][C:6]([O:24][CH2:26][C:27]([N:29]4[CH2:34][CH2:33][O:32][CH2:31][CH2:30]4)=[O:28])=[CH:5][C:4]=3[N:3]=[C:2]([NH2:1])[C:11]=2[N:12]=1)[CH3:23] |f:2.3.4|. Procedure details: A mixture of 4-amino-2-ethyl-1-(tetrahydro-2H-pyran-4-ylmethyl)-1H-imidazo[4,5-c]quinolin-7-ol (500 mg, 1.53 mmol), 2-bromo-1-(morpholin-4-yl)ethanone (351 mg, 1.69 mmol), cesium carbonate (1.5 g, 4.59 mmol) and anhydrous DMF was heated at 70° C. overnight. The reaction mixture was cooled, poured into water (350 mL), and then extracted with dichloromethane (2×100 mL). The combined organics were dried over magnesium sulfate, filtered, and then concentrated under reduced pressure. The residue was ... Reactants: C(C)C(N(C(=O)C=1N(C=CC1)C1=CC=C(C=C1)F)C1=CC(=C(C=C1)N1CCCCC1)C#N)C(=O)O (Ethyl N-(3-cyano-4-piperidinophenyl)-N-[1-(4-fluorophenyl)pyrrol-2-ylcarbonyl]glycine), [OH-].[Na+] (sodium hydroxide). Run in C(C)O (ethanol). Run at time 30 minute. Product: C(#N)C=1C=C(C=CC1N1CCCCC1)N(CC(=O)O)C(=O)C=1N(C=CC1)C1=CC=C(C=C1)F (N-(3-Cyano-4-piperidinophenyl)-N-[1-(4-fluorophenyl)pyrrol-2-ylcarbonyl]glycine). The yield is 53.1%. Reaction SMILES: C([CH:3]([C:33]([OH:35])=[O:34])[N:4]([C:19]1[CH:24]=[CH:23][C:22]([N:25]2[CH2:30][CH2:29][CH2:28][CH2:27][CH2:26]2)=[C:21]([C:31]#[N:32])[CH:20]=1)[C:5]([C:7]1[N:8]([C:12]2[CH:17]=[CH:16][C:15]([F:18])=[CH:14][CH:13]=2)[CH:9]=[CH:10][CH:11]=1)=[O:6])C.[OH-].[Na+]>C(O)C>[C:31]([C:21]1[CH:20]=[C:19]([N:4]([C:5]([C:7]2[N:8]([C:12]3[CH:17]=[CH:16][C:15]([F:18])=[CH:14][CH:13]=3)[CH:9]=[CH:10][CH:11]=2)=[O:6])[CH2:3][C:33]([OH:35])=[O:34])[CH:24]=[CH:23][C:22]=1[N:25]1[CH2:26][CH2:27][CH2:28][CH2:29][CH2:30]1)#[N:32] |f:1.2|. Procedure: Ethyl N-(3-cyano-4-piperidinophenyl)-N-[1-(4-fluorophenyl)pyrrol-2-ylcarbonyl]glycine (1.0 g) was added to ethanol (10 ml), and 10% aqueous sodium hydroxide solution (10 ml) was added. The mixture was stirred at a refluxing temperature for 30 min. The solvent was evaporated under reduced pressure. Dilute hydrochloric acid was added to the residue and the mixture was extracted with ethyl acetate. The organic layer was washed with saturated brine and dried over anhydrous magnesium sulfate, after w... Reactants: Cl (HCl), aqueous solution, [OH-].[Na+] (NaOH), C1CCOC1 (THF), ClC1=CC=C(C=C1)C1=CC=C(C=C1)NC(=O)C1=C(C=C(C=C1)C)C=1C=CC(=NC1)C(=O)NCCC(=O)OCC (ethyl 3-(5-(2-((4′-chloro-[1,1′-biphenyl]-4-yl)carbamoyl)-5-methylphenyl)picolinamido)propanoate). Run in CO (MeOH). Run at temperature 55 celsius. Yields the product ClC1=CC=C(C=C1)C1=CC=C(C=C1)NC(=O)C1=C(C=C(C=C1)C)C=1C=CC(=NC1)C(=O)NCCC(=O)O (3-(5-(2-((4′-chloro-[1,1′-biphenyl]-4-yl)carbamoyl)-5-methylphenyl)picolinamido)propanoic acid). As a reaction SMILES: [OH-].[Na+].C1COCC1.[Cl:8][C:9]1[CH:14]=[CH:13][C:12]([C:15]2[CH:20]=[CH:19][C:18]([NH:21][C:22]([C:24]3[CH:29]=[CH:28][C:27]([CH3:30])=[CH:26][C:25]=3[C:31]3[CH:32]=[CH:33][C:34]([C:37]([NH:39][CH2:40][CH2:41][C:42]([O:44]CC)=[O:43])=[O:38])=[N:35][CH:36]=3)=[O:23])=[CH:17][CH:16]=2)=[CH:11][CH:10]=1.Cl>CO>[Cl:8][C:9]1[CH:10]=[CH:11][C:12]([C:15]2[CH:20]=[CH:19][C:18]([NH:21][C:22]([C:24]3[CH:29]=[CH:28][C:27]([CH3:30])=[CH:26][C:25]=3[C:31]3[CH:32]=[CH:33][C:34]([C:37]([NH:39][CH2:40][CH2:41][C:42]([OH:44])=[O:43])=[O:38])=[N:35][CH:36]=3)=[O:23])=[CH:17][CH:16]=2)=[CH:13][CH:14]=1 |f:0.1|. Procedure: A 1M aqueous solution of NaOH (2.0 mL, 2.0 mmol) was added to a THF (1 mL) and MeOH (5 mL) solution of ethyl 3-(5-(2-((4′-chloro-[1,1′-biphenyl]-4-yl)carbamoyl)-5-methylphenyl)picolinamido)propanoate (50 mg, 0.09 mmol) and the resulting mixture was heated to 55° C. After 10 min the resulting mixture was neutralized with 2M aqueous HCl, concentrated and extracted with EtOAc. The combined extracts were concentrated and purified via column chromatography to yield the title compound.